Dataset: the Open Reaction Database (ORD), a public repository of structured organic reaction records. Task: describe an organic reaction: reactants, conditions, products, and yield Starting materials: C(C1=CC=CC=C1)OC1=NC(=CC=C1)F (2-benzyloxy-6-fluoro-pyridine), FC(OC1=CC=C(C=C1)N1C(C2(CC1)CCNCC2)=O)(F)F (2-(4-trifluoromethoxy-phenyl)-2,8-diaza-spiro[4.5]decan-1-one), [H-].[Na+] (NaH). Run in CN(C)C=O (DMF), CN(C)C=O (DMF), C(C)(=O)OCC (ethyl acetate). Conditions: time 30 minute. Yields the product C(C1=CC=CC=C1)OC1=CC=CC(=N1)N1CCC2(CCN(C2=O)C2=CC=C(C=C2)OC(F)(F)F)CC1 (8-(6-Benzyloxy-pyridin-2-yl)-2-(4-trifluoromethoxy-phenyl)-2,8-diaza-spiro[4.5]decan-1-one). The yield is 72.9%. Reaction SMILES: [H-].[Na+].[F:3][C:4]([F:24])([F:23])[O:5][C:6]1[CH:11]=[CH:10][C:9]([N:12]2[CH2:16][CH2:15][C:14]3([CH2:21][CH2:20][NH:19][CH2:18][CH2:17]3)[C:13]2=[O:22])=[CH:8][CH:7]=1.[CH2:25]([O:32][C:33]1[CH:38]=[CH:37][CH:36]=[C:35](F)[N:34]=1)[C:26]1[CH:31]=[CH:30][CH:29]=[CH:28][CH:27]=1>CN(C=O)C.C(OCC)(=O)C>[CH2:25]([O:32][C:33]1[N:34]=[C:35]([N:19]2[CH2:18][CH2:17][C:14]3([C:13](=[O:22])[N:12]([C:9]4[CH:10]=[CH:11][C:6]([O:5][C:4]([F:3])([F:23])[F:24])=[CH:7][CH:8]=4)[CH2:16][CH2:15]3)[CH2:21][CH2:20]2)[CH:36]=[CH:37][CH:38]=1)[C:26]1[CH:27]=[CH:28][CH:29]=[CH:30][CH:31]=1 |f:0.1|. Reported procedure: To a suspension of NaH (9 mg, 0.24 mmol) in DMF (1 mL) at 0° C. was added a solution of 2-(4-trifluoromethoxy-phenyl)-2,8-diaza-spiro[4.5]decan-1-one (described in example 1 step C, 50 mg, 0.16 mmol) and stirring was continued for 30 mins. A solution of 2-benzyloxy-6-fluoro-pyridine (39 mg, 0.19 mmol) in DMF (0.5 mL) was added and the mixture was stirred at room temperature for 2 h. The reaction mixture was diluted with ethyl acetate and washed with brine, 1N HCl and again with brine. The organi... The reactants are C(#N)C1=CC=C(C=N1)C1=C(N=C2N1N=CC=C2N2CCOCC2)C(=O)OCC (Ethyl 3-(6-cyanopyridin-3-yl)-8-morpholinoimidazo[1,2-b]pyridazine-2-carboxylate), [NH4+].[Cl-] (NH4Cl), [N-]=[N+]=[N-].[Na+] (NaN3). Run at temperature 110 celsius, time 1 hour. Product: N1N=NN=C1C1=CC=C(C=N1)C1=C(N=C2N1N=CC=C2N2CCOCC2)C(=O)OCC (Ethyl 3-(6-(1H-tetrazol-5-yl)pyridin-3-yl)-8-morpholinoimidazo[1,2-b]pyridazine-2-carboxylate). RXN SMILES: [C:1]([C:3]1[N:8]=[CH:7][C:6]([C:9]2[N:13]3[N:14]=[CH:15][CH:16]=[C:17]([N:18]4[CH2:23][CH2:22][O:21][CH2:20][CH2:19]4)[C:12]3=[N:11][C:10]=2[C:24]([O:26][CH2:27][CH3:28])=[O:25])=[CH:5][CH:4]=1)#[N:2].[NH4+].[Cl-].[N-:31]=[N+:32]=[N-:33].[Na+]>>[NH:31]1[C:1]([C:3]2[N:8]=[CH:7][C:6]([C:9]3[N:13]4[N:14]=[CH:15][CH:16]=[C:17]([N:18]5[CH2:19][CH2:20][O:21][CH2:22][CH2:23]5)[C:12]4=[N:11][C:10]=3[C:24]([O:26][CH2:27][CH3:28])=[O:25])=[CH:5][CH:4]=2)=[N:2][N:33]=[N:32]1 |f:1.2,3.4|. Procedure details: Compound 32a (378 mg, 1.00 mmol), NH4Cl (80.2 mg, 1.50 mmol), and NaN3 (97.5 mg, 1.50 mmol) were placed in an 8 mL vial equipped with a stir bar and then the vial was evacuated and backflushed with argon. Dry DMF (4 mL) was added and then the reaction was stirred at 110° C. for 1 h. The reaction was cooled to rt and poured into water (25 mL). The pH of the mixture was adjusted with 2 M HCl to pH 2 and then the precipitate was isolated by filtration. The solid was dried under reduced pressure to ... Starting materials: C(CCC)(=O)C=1C=NC2=C(C=CC=C2C1NC1=C(C=CC=C1)C)O (3-Butyryl-4-(2-methylphenylamino)8-hydroxyquinoline), CC(C)([O-])C.[K+] (potassium t-butoxide), ClCCO (2-chloroethanol), CC(C)([O-])C.[K+] (potassium t-butoxide), ClCCO (2-chloroethanol). The solvent is O1CCCC1 (tetrahydrofuran). Conditions: time 2 day. Yields the product C(CCC)(=O)C=1C=NC2=C(C=CC=C2C1NC1=C(C=CC=C1)C)OCCO (3-butyryl-4-(2-methylphenylamino)-8-(2-hydroxyethoxy)quinoline). Yield: 32.4%. RXN SMILES: [C:1]([C:6]1[CH:7]=[N:8][C:9]2[C:14]([C:15]=1[NH:16][C:17]1[CH:22]=[CH:21][CH:20]=[CH:19][C:18]=1[CH3:23])=[CH:13][CH:12]=[CH:11][C:10]=2[OH:24])(=[O:5])[CH2:2][CH2:3][CH3:4].[CH3:25][C:26](C)([O-:28])C.[K+].ClCCO>O1CCCC1>[C:1]([C:6]1[CH:7]=[N:8][C:9]2[C:14]([C:15]=1[NH:16][C:17]1[CH:22]=[CH:21][CH:20]=[CH:19][C:18]=1[CH3:23])=[CH:13][CH:12]=[CH:11][C:10]=2[O:24][CH2:25][CH2:26][OH:28])(=[O:5])[CH2:2][CH2:3][CH3:4] |f:1.2|. Procedure details: 3-Butyryl-4-(2-methylphenylamino)8-hydroxyquinoline (3.2 g, 10 mmol) was dissolved in tetrahydrofuran (150 ml), potassium t-butoxide (1.83 g, 15 mmol) added, stirred to dissolve, then 2-chloroethanol (1.3 ml, 20 mmol) added and the mixture heated at reflux overnight. A further portion of potassium t-butoxide (1.83 g) and of 2-chloroethanol (1.3 ml) was added and heating continued for 2 days. The tetrahydrofuran was evaporated, the residue taken up in dichloromethane, washed with water and brine,...